From a dataset of the Open Reaction Database (ORD), a public repository of structured organic reaction records. describe an organic reaction: reactants, conditions, products, and yield Starting materials: BrC1=CC2=C(OCC2(C)C)C(=C1)C(C)(C)C (5-bromo-7-tert-butyl-2,3-dihydro-3,3-dimethylbenzo[b]furan), C(CCC)[Sn](C=1OC=CC1)(CCCC)CCCC (2-(tributylstannyl)furan). Reagents/catalysts: C=1C=CC(=CC1)[P](C=2C=CC=CC2)(C=3C=CC=CC3)[Pd]([P](C=4C=CC=CC4)(C=5C=CC=CC5)C=6C=CC=CC6)([P](C=7C=CC=CC7)(C=8C=CC=CC8)C=9C=CC=CC9)[P](C=1C=CC=CC1)(C=1C=CC=CC1)C=1C=CC=CC1 (tetrakis(triphenylphosphine)palladium). Run in C1(=CC=CC=C1)C (toluene). The product is C(C)(C)(C)C1=CC(=CC2=C1OCC2(C)C)C=2OC=CC2 (7-tert-Butyl-2,3-dihydro-3,3-dimethyl-5-(2-furanyl)benzo[b]furan). Yield: 43.5%. As a reaction SMILES: Br[C:2]1[CH:12]=[C:11]([C:13]([CH3:16])([CH3:15])[CH3:14])[C:5]2[O:6][CH2:7][C:8]([CH3:10])([CH3:9])[C:4]=2[CH:3]=1.C([Sn](CCCC)(CCCC)[C:22]1[O:23][CH:24]=[CH:25][CH:26]=1)CCC>C1C=CC([P]([Pd]([P](C2C=CC=CC=2)(C2C=CC=CC=2)C2C=CC=CC=2)([P](C2C=CC=CC=2)(C2C=CC=CC=2)C2C=CC=CC=2)[P](C2C=CC=CC=2)(C2C=CC=CC=2)C2C=CC=CC=2)(C2C=CC=CC=2)C2C=CC=CC=2)=CC=1.C1(C)C=CC=CC=1>[C:13]([C:11]1[C:5]2[O:6][CH2:7][C:8]([CH3:10])([CH3:9])[C:4]=2[CH:3]=[C:2]([C:22]2[O:23][CH:24]=[CH:25][CH:26]=2)[CH:12]=1)([CH3:16])([CH3:15])[CH3:14] |^1:38,40,59,78|. Procedure details: A mixture of 5-bromo-7-tert-butyl-2,3-dihydro-3,3-dimethylbenzo[b]furan (1.13 g, 4.0 mmol), 2-(tributylstannyl)furan (1.71 g, 4.8 mmol), tetrakis(triphenylphosphine)palladium (0.46 g, 0.4 mmol), and 20 mL of toluene is heated under argon at reflux for 30 min. The reaction mixture is cooled to room temperature, concentrated in vacuo, diluted with ether, washed with 10% aqueous ammonium hydroxide solution and with brine, dried over anhydrous magnesium sulfate, and concentrated to give a dark oil. ... Starting materials: [H-].[H-].[H-].[H-].[Li+].[Al+3] (LAH), C1(CCCC1)C1=NSC(=C1COC1=C(C=C(C=C1F)CCC(=O)OCC)F)C(F)(F)F (ethyl 3-(4-((3-cyclopentyl-5-(trifluoromethyl)isothiazol-4-yl)methoxy)-3,5-difluorophenyl)propanoate). The product is C1(CCCC1)C1=NSC(=C1COC1=C(C=C(C=C1F)CCCO)F)C(F)(F)F (3-(4-[[3-cyclopentyl-5-(trifluoromethyl)-1,2-thiazol-4-yl]methoxy]-3,5-difluorophenyl)propan-1-ol). As a reaction SMILES: [H-].[H-].[H-].[H-].[Li+].[Al+3].[CH:7]1([C:12]2[C:16]([CH2:17][O:18][C:19]3[C:24]([F:25])=[CH:23][C:22]([CH2:26][CH2:27][C:28](OCC)=[O:29])=[CH:21][C:20]=3[F:33])=[C:15]([C:34]([F:37])([F:36])[F:35])[S:14][N:13]=2)[CH2:11][CH2:10][CH2:9][CH2:8]1>>[CH:7]1([C:12]2[C:16]([CH2:17][O:18][C:19]3[C:20]([F:33])=[CH:21][C:22]([CH2:26][CH2:27][CH2:28][OH:29])=[CH:23][C:24]=3[F:25])=[C:15]([C:34]([F:36])([F:35])[F:37])[S:14][N:13]=2)[CH2:11][CH2:10][CH2:9][CH2:8]1 |f:0.1.2.3.4.5|. Procedure: The title compound was prepared according to the procedure described in Example 111 by LAH reduction of ethyl 3-(4-((3-cyclopentyl-5-(trifluoromethyl)isothiazol-4-yl)methoxy)-3,5-difluorophenyl)propanoate to afford the desired product as an off-white solid. 1H NMR (300 MHz, CD3OD) δ 7.39 (d, J=9.6 Hz, 2H), 5.20 (s, 2H), 3.64-3.54 (m, 3H), 2.66 (t, J=7.8 Hz, 2H), 2.05-2.09 (m, 2H), 1.70-1.95 (m, 8H). Mass spectrum (ESI, m/z): Calcd. for C19H20F5NO2S, 422.1 (M+H). found 422.1. Reported procedure: After weighing 14.4 g (0.1 mol) of Meldrum's acid and 16.6 g (0.1 mol) of veratraldehyde to 50 ml of the mixture of formic acid and triethylamine prepared according to Example 1, the reaction mixture was heated to 90° C. during 1 hour and maintained at 90° C. for 2 hours. After cooling down to room temperature 200 ml of ice-water were added to the reaction mixture, the pH value was adjusted to 1 by adding concentrated hydrochloric acid and the mixture was let stand at 5° C. for 16 hours. After f... The solvent is C(C)N(CC)CC (triethylamine). Product: COC=1C=C(C=CC1OC)CCC(=O)O (3-(3,4-dimethoxyphenyl)propionic acid). As a reaction SMILES: CC1(C)[O:9][C:7](=[O:8])[CH2:6][C:4](=O)O1.C(=O)[C:12]1[CH:21]=[CH:20][C:17]([O:18][CH3:19])=[C:14]([O:15][CH3:16])[CH:13]=1.C(O)=O.Cl>C(N(CC)CC)C>[CH3:16][O:15][C:14]1[CH:13]=[C:12]([CH2:4][CH2:6][C:7]([OH:9])=[O:8])[CH:21]=[CH:20][C:17]=1[O:18][CH3:19]. Starting materials: ice water, CC1(OC(=O)CC(=O)O1)C (Meldrum's acid), C(=O)O (formic acid), C(C1=CC(OC)=C(OC)C=C1)=O (veratraldehyde), mixture, Cl (hydrochloric acid). Reaction conditions: temperature 90 celsius. The reactants are crude material, ClC=1C=C(C(N(N1)C)=O)NC1=NC=C(C=C1)S(=O)(=O)C (6-Chloro-4-(5-methanesulfonyl-pyridin-2-ylamino)-2-methyl-2H-pyridazin-3-one), C(C)(=O)OCC1=C(C=CC=C1B1OC(C(O1)(C)C)(C)C)N1C(C2=C(C=C(C=C2C=N1)C(C)(C)C)F)=O (2-(6-tert-butyl-8-fluoro-1-oxophthalazin-2(1H)-yl)-6-(4,4,5,5-tetramethyl-1,3,2-dioxaborolan-2-yl)benzyl acetate), C([O-])([O-])=O.[Cs+].[Cs+] (cesium carbonate), [OH-].[Na+] (sodium hydroxide). Run in O1CCOCC1 (dioxane), C(C)(=O)OCC (ethyl acetate), O1CCOCC1 (dioxane), CCCCCC (hexane). Run at temperature 130 celsius, time 8 hour. The product is C(C)(C)(C)C=1C=C2C=NN(C(C2=C(C1)F)=O)C1=C(C(=CC=C1)C1=NN(C(C(=C1)NC1=NC=C(C=C1)S(=O)(=O)C)=O)C)CO (6-tert-Butyl-8-fluoro-2-[2-hydroxymethyl-3-[5-(5-methanesulfonyl-pyridin-2-ylamino)-1-methyl-6-oxo-1,6-dihydro-pyridazin-3-yl]-phenyl}-2H-phthalazin-1-one). RXN SMILES: Cl[C:2]1[CH:3]=[C:4]([NH:10][C:11]2[CH:16]=[CH:15][C:14]([S:17]([CH3:20])(=[O:19])=[O:18])=[CH:13][N:12]=2)[C:5](=[O:9])[N:6]([CH3:8])[N:7]=1.C([O:24][CH2:25][C:26]1[C:31](B2OC(C)(C)C(C)(C)O2)=[CH:30][CH:29]=[CH:28][C:27]=1[N:41]1[N:50]=[CH:49][C:48]2[C:43](=[C:44]([F:55])[CH:45]=[C:46]([C:51]([CH3:54])([CH3:53])[CH3:52])[CH:47]=2)[C:42]1=[O:56])(=O)C.C(=O)([O-])[O-].[Cs+].[Cs+].[OH-].[Na+]>O1CCOCC1.C(OCC)(=O)C.CCCCCC>[C:51]([C:46]1[CH:47]=[C:48]2[C:43](=[C:44]([F:55])[CH:45]=1)[C:42](=[O:56])[N:41]([C:27]1[CH:28]=[CH:29][CH:30]=[C:31]([C:2]3[CH:3]=[C:4]([NH:10][C:11]4[CH:16]=[CH:15][C:14]([S:17]([CH3:20])(=[O:19])=[O:18])=[CH:13][N:12]=4)[C:5](=[O:9])[N:6]([CH3:8])[N:7]=3)[C:26]=1[CH2:25][OH:24])[N:50]=[CH:49]2)([CH3:54])([CH3:52])[CH3:53] |f:2.3.4,5.6|. Procedure: 6-Chloro-4-(5-methanesulfonyl-pyridin-2-ylamino)-2-methyl-2H-pyridazin-3-one (40 mg, 127 μmol, Eq: 1.00), 2-(6-tert-butyl-8-fluoro-1-oxophthalazin-2(1H)-yl)-6-(4,4,5,5-tetramethyl-1,3,2-dioxaborolan-2-yl)benzyl acetate (136 mg, 165 μmol, Eq: 1.3) and cesium carbonate (145 mg, 445 μmol, Eq: 3.5) were dissolved in 10% aq. dioxane solution (3.3 ml). The reaction mixture was heated to 130° C. for 30 min in the microwave. Reaction mixture was filtered over celite. Filtrate was extracted with ethyl ac...